describe an organic reaction: reactants, conditions, products, and yield From a dataset of the Open Reaction Database (ORD), a public repository of structured organic reaction records. Starting materials: FC(C=1C=C(C=CC1)CCC(=O)O)(F)F (3-(3-trifluoromethylphenyl)propionic acid), FC(S(=O)(=O)O)(F)F (trifluoromethanesulfonic acid). Run in O (water). Conditions: temperature 60 celsius, time 3 hour. The product is FC(C=1C=C2CCCC2=CC1)(F)F (5-trifluoromethylindane). RXN SMILES: [F:1][C:2]([F:15])([F:14])[C:3]1[CH:4]=[C:5]([CH2:9][CH2:10][C:11](O)=O)[CH:6]=[CH:7][CH:8]=1.FC(F)(F)S(O)(=O)=O>O>[F:1][C:2]([F:15])([F:14])[C:3]1[CH:4]=[C:5]2[C:6](=[CH:7][CH:8]=1)[CH2:11][CH2:10][CH2:9]2. Reported procedure: To 3-(3-trifluoromethylphenyl)propionic acid was added trifluoromethanesulfonic acid at room temperature, followed by stirring at 60° C. for 3 hours. The reaction liquid was put into cold water, followed by extraction with a mixed solvent of ethyl acetate and THF. The organic layer was washed with saturated brine, and dried over anhydrous sodium sulfate, and the solvent was then evaporated under reduced pressure. The residue was purified by silica gel column chromatography (eluent; n-hexane:ethy... Reported procedure: N-(Indan-5-yl)-5-nitro-2-(thiophen-2-yl)-benzamide is prepared similarly to the title compound of Example 3 using the title B compound, 2-bromo-N-(indan-5-yl)-5-nitro-benzamide (0.137 g, 0.380 mmol) and 2-thiopheneboronic acid (0.073 9, 0.570 mmol). 1H NMR (DMSO-d6, 300 MHz): δ 10.59 (1H, s), 8.38 (1H, dd), 8.30 (1H, d), 7.81 (1H, d), 7.73 (1H, d), 7.06 (1H, s), 7.46 (1H, d), 7.30 (1H, d), 7.18 (2H, m), 2.83 (4H, q), 2.01 (2H, m). As a reaction SMILES: C(NC1CC2C(=CC=C(NC(C3C(C4C=CC(F)=CC=4)=CC=CC=3)=O)C=2)C1)(=O)C.Br[C:31]1[CH:48]=[CH:47][C:46]([N+:49]([O-:51])=[O:50])=[CH:45][C:32]=1[C:33]([NH:35][C:36]1[CH:37]=[C:38]2[C:42](=[CH:43][CH:44]=1)[CH2:41][CH2:40][CH2:39]2)=[O:34].[S:52]1[CH:56]=[CH:55][CH:54]=[C:53]1B(O)O>>[CH2:41]1[C:42]2[C:38](=[CH:37][C:36]([NH:35][C:33](=[O:34])[C:32]3[CH:45]=[C:46]([N+:49]([O-:51])=[O:50])[CH:47]=[CH:48][C:31]=3[C:53]3[S:52][CH:56]=[CH:55][CH:54]=3)=[CH:44][CH:43]=2)[CH2:39][CH2:40]1. Product: C1CCC2=CC(=CC=C12)NC(C1=C(C=CC(=C1)[N+](=O)[O-])C=1SC=CC1)=O (N-(Indan-5-yl)-5-nitro-2-(thiophen-2-yl)-benzamide). Starting materials: C(C)(=O)NC1CC2=CC=C(C=C2C1)NC(=O)C=1C(=CC=CC1)C1=CC=C(C=C1)F (4′-fluorobiphenyl-2-carboxylic acid (2-acetylamino-indan-5-yl)-amide), BrC1=C(C(=O)NC=2C=C3CCCC3=CC2)C=C(C=C1)[N+](=O)[O-] (2-bromo-N-(indan-5-yl)-5-nitro-benzamide), S1C(=CC=C1)B(O)O (2-thiopheneboronic acid). The reactants are CC(C)(C)OC(=O)c1ccc(Br)cn1, O=C([O-])[O-], Cc1ccccc1, C1CC(N2CCC(CC3CCNCC3)CC2)C1, [Cs+], [Cs+], c1ccc(P(c2ccccc2)c2ccc3ccccc3c2-c2c(P(c3ccccc3)c3ccccc3)ccc3ccccc23)cc1. Product: CC(C)(C)OC(=O)c1ccc(N2CCC(CC3CCN(C4CCC4)CC3)CC2)cn1. RXN SMILES: [Br:18][c:19]1[cH:20][cH:21][c:22]([C:25](=[O:26])[O:27][C:28]([CH3:29])([CH3:30])[CH3:31])[n:23][cH:24]1.[C:78](=[O:79])([O-:80])[O-:81].[CH3:84][c:85]1[cH:86][cH:87][cH:88][cH:89][cH:90]1.[CH:1]1([N:5]2[CH2:6][CH2:7][CH:8]([CH2:11][CH:12]3[CH2:13][CH2:14][NH:15][CH2:16][CH2:17]3)[CH2:9][CH2:10]2)[CH2:2][CH2:3][CH2:4]1.[Cs+:82].[Cs+:83].[cH:32]1[cH:33][cH:34][c:35]([P:36]([c:37]2[cH:38][cH:39][c:40]3[c:41]([cH:42][cH:43][cH:44][cH:45]3)[c:46]2-[c:47]2[c:48]3[c:49]([cH:50][cH:51][cH:52][cH:53]3)[cH:54][cH:55][c:56]2[P:57]([c:58]2[cH:59][cH:60][cH:61][cH:62][cH:63]2)[c:64]2[cH:65][cH:66][cH:67][cH:68][cH:69]2)[c:70]2[cH:71][cH:72][cH:73][cH:74][cH:75]2)[cH:76][cH:77]1>>[CH:1]1([N:5]2[CH2:6][CH2:7][CH:8]([CH2:11][CH:12]3[CH2:13][CH2:14][N:15]([c:19]4[cH:20][cH:21][c:22]([C:25](=[O:26])[O:27][C:28]([CH3:29])([CH3:30])[CH3:31])[n:23][cH:24]4)[CH2:16][CH2:17]3)[CH2:9][CH2:10]2)[CH2:2][CH2:3][CH2:4]1. Reactants: C(C)(C)(C)OC(=O)N[C@@H](CC1=CN(C2=CC=CC=C12)CC)C(=O)O (N-tert-Butoxycarbonyl-1-Ethyl-L-Tryptophan), C([O-])([O-])=O.[K+].[K+] (potassium carbonate), IC (iodomethane), ice water. Run in CN(C)C=O (DMF). Run at time 17 hour. The product is C(C)(C)(C)OC(=O)N[C@@H](CC1=CN(C2=CC=CC=C12)CC)C(=O)OC (Methyl N-tert-Butoxycarbonyl-1-Ethyl-L-Tryptophanate). Yield: 80.8%. As a reaction SMILES: [C:1]([O:5][C:6]([NH:8][C@H:9]([C:22]([OH:24])=[O:23])[CH2:10][C:11]1[C:19]2[C:14](=[CH:15][CH:16]=[CH:17][CH:18]=2)[N:13]([CH2:20][CH3:21])[CH:12]=1)=[O:7])([CH3:4])([CH3:3])[CH3:2].[C:25](=O)([O-])[O-].[K+].[K+].IC>CN(C=O)C>[C:1]([O:5][C:6]([NH:8][C@H:9]([C:22]([O:24][CH3:25])=[O:23])[CH2:10][C:11]1[C:19]2[C:14](=[CH:15][CH:16]=[CH:17][CH:18]=2)[N:13]([CH2:20][CH3:21])[CH:12]=1)=[O:7])([CH3:2])([CH3:3])[CH3:4] |f:1.2.3|. Procedure details: To DMF (80 mL) solution of the compound obtained in Example 137 (5,7 g) was added potassium carbonate (3.6 g) and iodomethane (1.6 mL) at 0° C., and the mixture was stirred for 17 hours at room temperature. The reaction mixture was poured into ice water, and extracted with ethyl acetate. The organic layer was dried over anhydrous sodium sulfate, and thereafter the residue obtained by distilling off the solvent under a reduced pressure was purified with silica gel column chromatography (n-hexane:...